This data is from the Open Reaction Database (ORD), a public repository of structured organic reaction records. The task is: describe an organic reaction: reactants, conditions, products, and yield The reactants are CCO, [Na+], [OH-], CCOC(=O)CC1Cc2ccc(OCCCNc3ccccn3)cc2Cc2ccccc21. The product is O=C(O)CC1Cc2ccc(OCCCNc3ccccn3)cc2Cc2ccccc21. Reaction SMILES: [CH3:35][CH2:36][OH:37].[Na+:34].[OH-:33].[n:1]1[c:2]([NH:7][CH2:8][CH2:9][CH2:10][O:11][c:12]2[cH:13][cH:14][c:15]3[c:16]([cH:32]2)[CH2:17][c:18]2[c:19]([cH:28][cH:29][cH:30][cH:31]2)[CH:20]([CH2:22][C:23](=[O:24])[O:25][CH2:26][CH3:27])[CH2:21]3)[cH:3][cH:4][cH:5][cH:6]1>>[n:1]1[c:2]([NH:7][CH2:8][CH2:9][CH2:10][O:11][c:12]2[cH:13][cH:14][c:15]3[c:16]([cH:32]2)[CH2:17][c:18]2[c:19]([cH:28][cH:29][cH:30][cH:31]2)[CH:20]([CH2:22][C:23](=[O:24])[OH:25])[CH2:21]3)[cH:3][cH:4][cH:5][cH:6]1. Reactants: CCOC=C(C(=O)OCC)C(=O)OCC, Nc1ccc(Oc2ccccc2)nc1, O. Yields the product CCOC(=O)C(=CNc1ccc(Oc2ccccc2)nc1)C(=O)OCC. Reaction SMILES: [CH2:15]([O:16][CH:18]=[C:19]([C:20](=[O:21])[O:22][CH2:23][CH3:24])[C:25](=[O:26])[O:27][CH2:28][CH3:29])[CH3:17].[NH2:1][c:2]1[cH:3][cH:4][c:5]([O:8][c:9]2[cH:10][cH:11][cH:12][cH:13][cH:14]2)[n:6][cH:7]1.[OH2:30]>>[NH:1]([c:2]1[cH:3][cH:4][c:5]([O:8][c:9]2[cH:10][cH:11][cH:12][cH:13][cH:14]2)[n:6][cH:7]1)[CH:18]=[C:19]([C:20](=[O:21])[O:22][CH2:23][CH3:24])[C:25](=[O:26])[O:27][CH2:28][CH3:29]. The reactants are Cl.N12CC(C(CC1)CC2)=O (3-quinuclidinone hydrochloride), [RuCl(p-cymene) [(R)-DM-SEGPHOS]]Cl, CC(C)([O-])C.[K+].CC(C)O (potassium t-butoxide IPA). Run in CC(C)O (IPA). Conditions: temperature 30 celsius, time 8 hour. The product is N12C[C@@H](C(CC1)CC2)O ((R)-3-quinuclidinol). RXN SMILES: Cl.[N:2]12[CH2:9][CH2:8][CH:5]([CH2:6][CH2:7]1)[C:4](=[O:10])[CH2:3]2.CC(C)([O-])C.[K+].CC(O)C>CC(O)C>[N:2]12[CH2:9][CH2:8][CH:5]([CH2:6][CH2:7]1)[C@@H:4]([OH:10])[CH2:3]2 |f:0.1,2.3.4|. Procedure details: To a 100-mL autoclave were added 3-quinuclidinone hydrochloride (500 mg, 3.1 mmol), [RuCl(p-cymene) [(R)-DM-SEGPHOS]]Cl (3.2 mg, 0.003 mmol), and (R)-DAIPEN (3.9 mg, 0.012 mmol). Under a nitrogen atmosphere, added were IPA (1 mL) and potassium t-butoxide/IPA solution (1.0 mol/L, 3.1 mL) were added thereto. Then, the mixture was stirred under a hydrogen pressure of 3 MPa at 30° C. for 8 hours. After analysis of the reaction solution, (R)-3-quinuclidinol was obtained at an optical purity of 86.3% ... Starting materials: N[C@H](C(=O)OC)CCSC ((S)-methyl 2-amino-4-(methylthio)butanoate), C(=O)(OC(C)(C)C)NCC(=O)O (Boc-glycine), C(C)(C)N=C=NC(C)C (diisopropylcarbodiimide), C(C)(C)N(CC)C(C)C (diisopropylethylamine). Run in ClCCl (dichloromethane). Run at time 8 hour. The product is CC(OC(NCC(N[C@@H](CCSC)C(=O)OC)=O)=O)(C)C ((S)-methyl 12,12-dimethyl-7,10-dioxo-11-oxa-2-thia-6,9-diazatridecane-5-carboxylate). Isolated yield 71.2%. Reaction SMILES: [NH2:1][C@@H:2]([CH2:7][CH2:8][S:9][CH3:10])[C:3]([O:5][CH3:6])=[O:4].[C:11]([NH:18][CH2:19][C:20](O)=[O:21])([O:13][C:14]([CH3:17])([CH3:16])[CH3:15])=[O:12].C(N=C=NC(C)C)(C)C.C(N(C(C)C)CC)(C)C>ClCCl>[CH3:15][C:14]([CH3:17])([CH3:16])[O:13][C:11](=[O:12])[NH:18][CH2:19][C:20](=[O:21])[NH:1][C@H:2]([C:3]([O:5][CH3:6])=[O:4])[CH2:7][CH2:8][S:9][CH3:10]. Procedure details: To a solution of (S)-methyl 2-amino-4-(methylthio)butanoate (5 g, 30.7 mmol) and Boc-glycine (6.4 g, 36.8 mmol) in dichloromethane (100 mL) at room temperature was added diisopropylcarbodiimide (4.6 g, 36.8 mmol) and diisopropylethylamine (4.75 g, 36.8 mmol). The mixture was stirred overnight at room temperature, washed with 1N HCl, brine, and dried over sodium sulfate, filtered and concentrated to give a residue, which was purified on silica gel column to give (S)-methyl 12,12-dimethyl-7,10-dio... The reactants are S1C(=CC=C1)C1=NC2=CC=C(C=C2C=C1)C (2-(2-thienyl)-6-methyl-quinoline), BrN1C(CCC1=O)=O (N-bromosuccinimide), C(C1=CC=CC=C1)(=O)OOC(C1=CC=CC=C1)=O (dibenzoyl peroxide). Run in C(Cl)(Cl)(Cl)Cl (carbon tetrachloride). Yields the product S1C(=CC=C1)C1=NC2=CC=C(C=C2C=C1)CBr (2-(2-thienyl)-6-bromomethyl-quinoline). RXN SMILES: [S:1]1[CH:5]=[CH:4][CH:3]=[C:2]1[C:6]1[CH:15]=[CH:14][C:13]2[C:8](=[CH:9][CH:10]=[C:11]([CH3:16])[CH:12]=2)[N:7]=1.[Br:17]N1C(=O)CCC1=O.C(OOC(=O)C1C=CC=CC=1)(=O)C1C=CC=CC=1>C(Cl)(Cl)(Cl)Cl>[S:1]1[CH:5]=[CH:4][CH:3]=[C:2]1[C:6]1[CH:15]=[CH:14][C:13]2[C:8](=[CH:9][CH:10]=[C:11]([CH2:16][Br:17])[CH:12]=2)[N:7]=1. Reported procedure: 11.9 g of 2-(2-thienyl)-6-methyl-quinoline together with 360 ml of carbon tetrachloride, 10.4 g of N-bromosuccinimide and 0.3 g of dibenzoyl peroxide are boiled for 15 hours under reflux. The reaction mixture is cooled and filtered off. Concentration of the filtrate yields 2-(2-thienyl)-6-bromomethyl-quinoline which melts at 95°C. Starting materials: [Na][Na] (disodium), SC1=C(C=CC=C1)CC(=O)O (o-mercaptophenylacetic acid). The solvent is CO (methanol). Product: SC1=C(C=CC=C1)CC(=O)O (o-mercaptophenylacetic acid), [OH-].[Na+] (sodium hydroxide). As a reaction SMILES: [Na:1][Na].[SH:3][C:4]1[CH:9]=[CH:8][CH:7]=[CH:6][C:5]=1[CH2:10][C:11]([OH:13])=[O:12]>CO>[SH:3][C:4]1[CH:9]=[CH:8][CH:7]=[CH:6][C:5]=1[CH2:10][C:11]([OH:13])=[O:12].[OH-:12].[Na+:1] |f:4.5|. Procedure: To a mixture of the disodium salt of o-mercaptophenylacetic acid (formed by treatment of o-mercaptophenylacetic acid (1.68 g) with sodium hydroxide (0.8 g) in methanol (10 ml) followed by evaporation of half of the resultant solution to dryness and re-dissolution in 10 ml of DMF) and copper-bronze was added a solution of 2,5-dichloropyridine in DMF (5 ml). The reaction mixture was heated to 110°-120° C. for 90 minutes, added to water, acidified, and then extracted (x3) with ether. The combined e... Starting materials: C, CC(=O)Nc1ccc(C(C)=O)c(O)c1, CO, [Pd]. The product is CCc1ccc(NC(C)=O)cc1O. RXN SMILES: [C:17].[C:1]([CH3:2])(=[O:3])[c:4]1[c:5]([OH:14])[cH:6][c:7]([NH:10][C:11]([CH3:12])=[O:13])[cH:8][cH:9]1.[CH3:15][OH:16].[Pd:18]>>[CH2:1]([CH3:2])[c:4]1[c:5]([OH:14])[cH:6][c:7]([NH:10][C:11]([CH3:12])=[O:13])[cH:8][cH:9]1.